This data is from the Open Reaction Database (ORD), a public repository of structured organic reaction records. The task is: describe an organic reaction: reactants, conditions, products, and yield Starting materials: SC=1NC(C2=C(N1)NC=C2)=O (2-mercapto-7H-pyrrolo [2,3-d]pyrimidin-4(3H)-one), [OH-].[Na+] (sodium hydroxide), FC1=CC=C(C(=O)C2=CC=C(CBr)C=C2)C=C1 (4-(4-fluorobenzoyl)benzyl bromide). The solvent is CO (methanol), COCCOC (DME). Conditions: time 8 hour. Product: FC1=CC=C(C(=O)C2=CC=C(CSC=3NC(C4=C(N3)NC=C4)=O)C=C2)C=C1 (2-[4-(4-Fluorobenzoyl)benzyl]thio-7H-pyrrolo[2,3-d]pyrimidin-4(3H)-one). Yield: 42.7%. Reaction SMILES: [SH:1][C:2]1[NH:3][C:4](=[O:11])[C:5]2[CH:10]=[CH:9][NH:8][C:6]=2[N:7]=1.[OH-].[Na+].[F:14][C:15]1[CH:30]=[CH:29][C:18]([C:19]([C:21]2[CH:28]=[CH:27][C:24]([CH2:25]Br)=[CH:23][CH:22]=2)=[O:20])=[CH:17][CH:16]=1>CO.COCCOC>[F:14][C:15]1[CH:16]=[CH:17][C:18]([C:19]([C:21]2[CH:28]=[CH:27][C:24]([CH2:25][S:1][C:2]3[NH:3][C:4](=[O:11])[C:5]4[CH:10]=[CH:9][NH:8][C:6]=4[N:7]=3)=[CH:23][CH:22]=2)=[O:20])=[CH:29][CH:30]=1 |f:1.2|. Procedure: In methanol (65.7 ml) was suspended 2-mercapto-7H-pyrrolo [2,3-d]pyrimidin-4(3H)-one (2.51 g) followed by addition of 1N-sodium hydroxide (15.75 ml) for dissolution. Then, a solution of 4-(4-fluorobenzoyl)benzyl bromide (5.06 g) in DME (15 ml) was added dropwise with ice-cooling. Then, the mixture was stirred at room temperature overnight. The solvent was then distilled off under reduced pressure and the residue was purified by flash column chromatography (silica gel; ethyl acetate: hexane=1:4-1...